From a dataset of the Open Reaction Database (ORD), a public repository of structured organic reaction records. describe an organic reaction: reactants, conditions, products, and yield The reactants are O=S(=O)(Cl)c1ccc(Cl)cc1, NCCCCC(NC(=O)OCC1c2ccccc2-c2ccccc21)C(=O)O. Yields the product O=C(NC(CCCCNS(=O)(=O)c1ccc(Cl)cc1)C(=O)O)OCC1c2ccccc2-c2ccccc21. As a reaction SMILES: [Cl:28][c:29]1[cH:30][cH:31][c:32]([S:35](=[O:36])(=[O:37])[Cl:38])[cH:33][cH:34]1.[cH:1]1[cH:2][cH:3][cH:4][c:5]2[c:13]1[CH:12]([CH2:14][O:15][C:16](=[O:17])[NH:18][CH:19]([CH2:20][CH2:21][CH2:22][CH2:23][NH2:24])[C:25](=[O:26])[OH:27])[c:11]1[c:6]-2[cH:7][cH:8][cH:9][cH:10]1>>[cH:1]1[cH:2][cH:3][cH:4][c:5]2[c:13]1[CH:12]([CH2:14][O:15][C:16](=[O:17])[NH:18][CH:19]([CH2:20][CH2:21][CH2:22][CH2:23][NH:24][S:35]([c:32]1[cH:31][cH:30][c:29]([Cl:28])[cH:34][cH:33]1)(=[O:36])=[O:37])[C:25](=[O:26])[OH:27])[c:11]1[c:6]-2[cH:7][cH:8][cH:9][cH:10]1. Reactants: B, O=C(O)c1cccc(C(=O)c2ccccc2)c1, CCN(CC)c1ccccc1, C1CCOC1, CCOCC. The product is O=C(c1ccccc1)c1cccc(CO)c1. Reaction SMILES: [BH3:29].[C:1]([c:2]1[cH:3][cH:4][cH:5][cH:6][cH:7]1)(=[O:8])[c:9]1[cH:10][c:11]([C:12](=[O:13])[OH:14])[cH:15][cH:16][cH:17]1.[CH2:18]([N:19]([CH2:20][CH3:21])[c:22]1[cH:23][cH:24][cH:25][cH:26][cH:27]1)[CH3:28].[CH2:30]1[O:31][CH2:32][CH2:33][CH2:34]1.[CH3:35][CH2:36][O:37][CH2:38][CH3:39]>>[C:1]([c:2]1[cH:3][cH:4][cH:5][cH:6][cH:7]1)(=[O:8])[c:9]1[cH:10][c:11]([CH2:12][OH:13])[cH:15][cH:16][cH:17]1. The reactants are [N+](=O)([O-])C=1C=C(C=CC1)O (3-Nitro-phenol), BrCC1=C(C#N)C=CC=C1 (2-bromomethyl-benzonitrile), BrCC1=CC(=CC=C1)F (1-bromomethyl-3-fluoro-benzene). The product is NC=1C=C(OCC2=C(C#N)C=CC=C2)C=CC1 (2-(3-Amino-phenoxymethyl)-benzonitrile). RXN SMILES: [N+:1]([C:4]1[CH:5]=[C:6]([OH:10])[CH:7]=[CH:8][CH:9]=1)([O-])=O.Br[CH2:12][C:13]1[CH:20]=[CH:19][CH:18]=[CH:17][C:14]=1[C:15]#[N:16].BrCC1C=CC=C(F)C=1>>[NH2:1][C:4]1[CH:5]=[C:6]([CH:7]=[CH:8][CH:9]=1)[O:10][CH2:12][C:13]1[CH:20]=[CH:19][CH:18]=[CH:17][C:14]=1[C:15]#[N:16]. Procedure: 3-Nitro-phenol was reacted with 2-bromomethyl-benzonitrile according to the procedure from Example 199A substituting 2-bromomethyl-benzonitrile for 1-bromomethyl-3-fluoro-benzene then reduced according to the procedure from Example 199B to provide the title compound. As a reaction SMILES: [C:1]([CH3:2])([CH3:3])([CH3:4])[O:5][C:6](=[O:7])[N:8]1[CH2:9][CH2:10][CH:11]([SH:14])[CH2:12][CH2:13]1.[CH2:30]1[O:31][CH2:32][CH2:33][CH2:34]1.[CH3:24][C:25]([CH3:26])([O-:27])[CH3:28].[Cl:15][c:16]1[n:17][cH:18][n:19][c:20]([Cl:23])[c:21]1[CH3:22].[Na+:29]>>[C:1]([CH3:2])([CH3:3])([CH3:4])[O:5][C:6](=[O:7])[N:8]1[CH2:9][CH2:10][CH:11]([S:14][c:20]2[n:19][cH:18][n:17][c:16]([Cl:15])[c:21]2[CH3:22])[CH2:12][CH2:13]1. The product is Cc1c(Cl)ncnc1SC1CCN(C(=O)OC(C)(C)C)CC1. Starting materials: CC(C)(C)OC(=O)N1CCC(S)CC1, C1CCOC1, CC(C)(C)[O-], Cc1c(Cl)ncnc1Cl, [Na+]. Starting materials: ClC1=CC(=CC=C1)C(=O)OO (m-chloroperbenzoic acid), ice water, O1C(=CC=C1)C=1OC(=C(N1)COC1=C(C=C(COC2=NN(C=C2C=O)C2=CC=CC=C2)C=C1)OC)C (3-[(4-{[2-(2-furyl)-5-methyl-1,3-oxazol-4-yl]methoxy}-3-methoxybenzyl)oxy]-1-phenyl-1H-pyrazole-4-carbaldehyde), CSCP(OCC)(OCC)=O (diethyl (methylthio)methylphosphonate), [H-].[Na+] (sodium hydride), S(=O)([O-])[O-].[Na+].[Na+] (sodium sulfite). The solvent is O1CCCC1 (tetrahydrofuran), CN(C=O)C (N,N-dimethylformamide). Run at time 15 hour. Product: O1C(=CC=C1)C=1OC(=C(N1)COC1=C(C=C(C=C1)COC1=NN(C=C1\C=C\S(=O)C)C1=CC=CC=C1)OC)C (2-(2-furyl)-4-({2-methoxy-4-[({4-[(E)-2-(methylsulfinyl)ethenyl]-1-phenyl-1H-pyrazol-3-yl}oxy)methyl]phenoxy}methyl)-5-methyl-1,3-oxazole). The yield is 38.8%. RXN SMILES: [O:1]1[CH:5]=[CH:4][CH:3]=[C:2]1[C:6]1[O:7][C:8]([CH3:36])=[C:9]([CH2:11][O:12][C:13]2[CH:33]=[CH:32][C:16]([CH2:17][O:18][C:19]3[C:23]([CH:24]=O)=[CH:22][N:21]([C:26]4[CH:31]=[CH:30][CH:29]=[CH:28][CH:27]=4)[N:20]=3)=[CH:15][C:14]=2[O:34][CH3:35])[N:10]=1.[CH3:37][S:38][CH2:39]P(=O)(OCC)OCC.[H-].[Na+].ClC1C=CC=C(C(OO)=[O:58])C=1.S([O-])([O-])=O.[Na+].[Na+]>O1CCCC1.CN(C)C=O>[O:1]1[CH:5]=[CH:4][CH:3]=[C:2]1[C:6]1[O:7][C:8]([CH3:36])=[C:9]([CH2:11][O:12][C:13]2[CH:33]=[CH:32][C:16]([CH2:17][O:18][C:19]3[C:23](/[CH:24]=[CH:37]/[S:38]([CH3:39])=[O:58])=[CH:22][N:21]([C:26]4[CH:31]=[CH:30][CH:29]=[CH:28][CH:27]=4)[N:20]=3)=[CH:15][C:14]=2[O:34][CH3:35])[N:10]=1 |f:2.3,5.6.7|. Reported procedure: To a mixture of 3-[(4-{[2-(2-furyl)-5-methyl-1,3-oxazol-4-yl]methoxy}-3-methoxybenzyl)oxy]-1-phenyl-1H-pyrazole-4-carbaldehyde (2.0 g), diethyl (methylthio)methylphosphonate (0.89 g) and N,N-dimethylformamide (50 mL) was added sodium hydride (60% in oil, 0.20 g) at room temperature and the mixture was stirred at room temperature for 15 hrs. The reaction mixture was poured into ice water, and the mixture was extracted with ethyl acetate. The organic layer was washed with saturated brine, dried ov... Starting materials: O=C(C(Br)Br)C(F)(F)F, CC(=O)[O-], Cl, NNc1cc(O)c(Cl)cc1F, [Na+], O. Yields the product O=C(C=NNc1cc(O)c(Cl)cc1F)C(F)(F)F. As a reaction SMILES: [Br:6][CH:7]([C:8](=[O:9])[C:10]([F:11])([F:12])[F:13])[Br:14].[CH3:2][C:3](=[O:4])[O-:5].[ClH:15].[F:16][c:17]1[c:18]([NH:25][NH2:26])[cH:19][c:20]([OH:24])[c:21]([Cl:23])[cH:22]1.[Na+:1].[OH2:27]>>[CH:7]([C:8](=[O:9])[C:10]([F:11])([F:12])[F:13])=[N:26][NH:25][c:18]1[c:17]([F:16])[cH:22][c:21]([Cl:23])[c:20]([OH:24])[cH:19]1. Starting materials: C(C)(C)(C)OC(NC1=CC(=C(C(=C1)Cl)C=1SC=2C(=NC=CC2N1)NC1=NC=NC(=C1)C)Cl)=O ({3,5-dichloro-4-[4-(6-methylpyrimidin-4-ylamino)thiazolo[5,4-c]pyridin-2-yl]-phenyl}-carbamic acid tert-butyl ester). Run in Cl (HCl), O1CCOCC1 (dioxane). The product is NC1=CC(=C(C(=C1)Cl)C=1SC=2C(=NC=CC2N1)NC1=NC=NC(=C1)C)Cl ([2-(4-Amino-2,6-dichlorophenyl)thiazolo[5,4-c]pyridin-4-yl]-(6-methylpyrimidin-4-yl)-amine). Isolated yield 75.4%. As a reaction SMILES: C(OC(=O)[NH:7][C:8]1[CH:13]=[C:12]([Cl:14])[C:11]([C:15]2[S:16][C:17]3[C:18]([NH:24][C:25]4[CH:30]=[C:29]([CH3:31])[N:28]=[CH:27][N:26]=4)=[N:19][CH:20]=[CH:21][C:22]=3[N:23]=2)=[C:10]([Cl:32])[CH:9]=1)(C)(C)C>Cl.O1CCOCC1>[NH2:7][C:8]1[CH:9]=[C:10]([Cl:32])[C:11]([C:15]2[S:16][C:17]3[C:18]([NH:24][C:25]4[CH:30]=[C:29]([CH3:31])[N:28]=[CH:27][N:26]=4)=[N:19][CH:20]=[CH:21][C:22]=3[N:23]=2)=[C:12]([Cl:14])[CH:13]=1. Procedure: A solution of {3,5-dichloro-4-[4-(6-methylpyrimidin-4-ylamino)thiazolo[5,4-c]pyridin-2-yl]-phenyl}-carbamic acid tert-butyl ester (235 mg, 0.467 mmol) in 4N HCl in dioxane (10 mL) was heated at 50° C. for 3 hours under a nitrogen atmosphere. After cooling to room temperature, the reaction mixture was filtered and the precipitate collected. The solid thus obtained was purified by column chromatography on silica gel eluting with 0-5% 2N NH3/MeOH in EtOAc to afford the title compound as a pale yell... Starting materials: Brc1nc(Nc2ccc(N3CCOCC3)cc2)nc2[nH]ccc12, CC(=O)Nc1ccc(B(O)O)cc1, O=C([O-])[O-], C1COCCO1, [Na+], [Na+]. Yields the product CC(=O)Nc1ccc(-c2nc(Nc3ccc(N4CCOCC4)cc3)nc3[nH]ccc23)cc1. Reaction SMILES: [Br:1][c:2]1[c:3]2[c:4]([n:5][c:6]([NH:8][c:9]3[cH:10][cH:11][c:12]([N:15]4[CH2:16][CH2:17][O:18][CH2:19][CH2:20]4)[cH:13][cH:14]3)[n:7]1)[nH:21][cH:22][cH:23]2.[C:24]([CH3:25])(=[O:26])[NH:27][c:28]1[cH:29][cH:30][c:31]([B:34]([OH:35])[OH:36])[cH:32][cH:33]1.[C:37](=[O:38])([O-:39])[O-:40].[CH2:43]1[O:44][CH2:45][CH2:46][O:47][CH2:48]1.[Na+:41].[Na+:42]>>[c:2]1(-[c:31]2[cH:30][cH:29][c:28]([NH:27][C:24]([CH3:25])=[O:26])[cH:33][cH:32]2)[c:3]2[c:4]([n:5][c:6]([NH:8][c:9]3[cH:10][cH:11][c:12]([N:15]4[CH2:16][CH2:17][O:18][CH2:19][CH2:20]4)[cH:13][cH:14]3)[n:7]1)[nH:21][cH:22][cH:23]2. Reactants: CC(C)OC(=O)c1cccc(C#N)c1, O=C([O-])O, CCSc1cc(C=C(C)C)cc2c1OC(C)(C)C2, CC(=O)O, [Na+], O, O=S(=O)(O)O. Yields the product CCSc1cc2c(c3c1OC(C)(C)C3)C(c1cccc(C(=O)OC(C)C)c1)=NC(C)(C)C2. As a reaction SMILES: [C:19](#[N:20])[c:21]1[cH:22][c:23]([C:24](=[O:25])[O:26][CH:27]([CH3:28])[CH3:29])[cH:30][cH:31][cH:32]1.[C:38](=[O:39])([O-:40])[OH:41].[CH2:1]([CH3:2])[S:3][c:4]1[cH:5][c:6]([CH:15]=[C:16]([CH3:17])[CH3:18])[cH:7][c:8]2[c:12]1[O:11][C:10]([CH3:13])([CH3:14])[CH2:9]2.[CH3:43][C:44](=[O:45])[OH:46].[Na+:42].[OH2:47].[S:33](=[O:34])(=[O:35])([OH:36])[OH:37]>>[CH2:1]([CH3:2])[S:3][c:4]1[cH:5][c:6]2[c:7]([c:8]3[c:12]1[O:11][C:10]([CH3:13])([CH3:14])[CH2:9]3)[C:19]([c:21]1[cH:22][c:23]([C:24](=[O:25])[O:26][CH:27]([CH3:28])[CH3:29])[cH:30][cH:31][cH:32]1)=[N:20][C:16]([CH3:17])([CH3:18])[CH2:15]2. The reactants are ON=C1C(C2=C(N(CC1)S(=O)(=O)C1=CC=C(C)C=C1)C=CC=C2)=O (4-(hydroxyimino)-1-tosyl-3,4-dihydro-1H-benzo[b]azepin-5(2H)-one), [H][H] (hydrogen). Solvent: CO (methanol). Yields the product NC1C(C2=C(N(CC1)S(=O)(=O)C1=CC=C(C)C=C1)C=CC=C2)O (4-amino-1-tosyl-2,3,4,5-tetrahydro-1H-benzo[b]azepin-5-ol). Isolated yield 106.6%. Reaction SMILES: O[N:2]=[C:3]1[CH2:9][CH2:8][N:7]([S:10]([C:13]2[CH:19]=[CH:18][C:16]([CH3:17])=[CH:15][CH:14]=2)(=[O:12])=[O:11])[C:6]2[CH:20]=[CH:21][CH:22]=[CH:23][C:5]=2[C:4]1=[O:24].[H][H]>CO>[NH2:2][CH:3]1[CH2:9][CH2:8][N:7]([S:10]([C:13]2[CH:19]=[CH:18][C:16]([CH3:17])=[CH:15][CH:14]=2)(=[O:12])=[O:11])[C:6]2[CH:20]=[CH:21][CH:22]=[CH:23][C:5]=2[CH:4]1[OH:24]. Procedure: To a suspension of 4-(hydroxyimino)-1-tosyl-3,4-dihydro-1H-benzo[b]azepin-5(2H)-one (7.0 g) in methanol (300 mL) Raney nickel (11.0 g) was added. The reaction mixture was stirred under 1 atmosphere of hydrogen gas for 15-16 h. The reaction mixture was filtered through celite, washed with methanol (150 mL×3) and evaporated under reduced pressure to give 4-amino-1-tosyl-2,3,4,5-tetrahydro-1H-benzo[b]azepin-5-ol (7.2 g, 95%). 1H NMR: (400 MHz, CDCl3) δ: 7.67 (2H, d, J=8.0 Hz), 7.55 (1H, d, J=7.6 Hz...